describe an organic reaction: reactants, conditions, products, and yield From a dataset of the Open Reaction Database (ORD), a public repository of structured organic reaction records. Reactants: FC1=NC=CC=C1 (2-fluoropyridine), C(CCN)N (1,3-propanediamine). The solvent is N1=CC=CC=C1 (pyridine). Yields the product NCCCNC1=NC=CC=C1 (2-(N-(3-aminoprop-1-yl)amino)pyridine). As a reaction SMILES: F[C:2]1[CH:7]=[CH:6][CH:5]=[CH:4][N:3]=1.[CH2:8]([NH2:12])[CH2:9][CH2:10][NH2:11]>N1C=CC=CC=1>[NH2:11][CH2:10][CH2:9][CH2:8][NH:12][C:2]1[CH:7]=[CH:6][CH:5]=[CH:4][N:3]=1. Procedure details: To a stirring solution of 2-fluoropyridine in pyridine (0.5 M) was added 1,3-propanediamine (5 eq), and the solution was refluxed overnight. The solution was then concentrated in vacuo and the residue was partitioned between ethyl acetate and 10% sodium carbonate. The phases were separated, and the organic phase was washed with brine, dried over magnesium sulfate, filtered and concentrated in vacuo. The residue was chromatographed (silica; 10:1:1 EtOH/NH4OH/H2O) to afford a viscous pale yellow o... Starting materials: FC1=NC=CC(=C1)C1=C(N=C(S1)C1=CC=C(C=C1)S(=O)(=O)C)C1=CC(=CC=C1)C (5-(2-fluoro-4-pyridyl)-4-(3-methylphenyl)-2-(4-methylsulfonylphenyl)-1,3-thiazole), C1(=CC=CC=C1)S (thiophenol), C(O)([O-])=O.[Na+] (sodium hydrogencarbonate). Reaction conditions: temperature 150 celsius, time 10 hour. The product is CC=1C=C(C=CC1)C=1N=C(SC1C1=CC(=NC=C1)SC1=CC=CC=C1)C1=CC=C(C=C1)S(=O)(=O)C (4-(3-methylphenyl)-2-(4-methylsulfonylphenyl)-5-(2-phenylthio-4-pyridyl)-1,3-thiazole). The yield is 70.3%. Reaction SMILES: F[C:2]1[CH:7]=[C:6]([C:8]2[S:12][C:11]([C:13]3[CH:18]=[CH:17][C:16]([S:19]([CH3:22])(=[O:21])=[O:20])=[CH:15][CH:14]=3)=[N:10][C:9]=2[C:23]2[CH:28]=[CH:27][CH:26]=[C:25]([CH3:29])[CH:24]=2)[CH:5]=[CH:4][N:3]=1.[C:30]1([SH:36])[CH:35]=[CH:34][CH:33]=[CH:32][CH:31]=1.C(=O)([O-])O.[Na+]>>[CH3:29][C:25]1[CH:24]=[C:23]([C:9]2[N:10]=[C:11]([C:13]3[CH:18]=[CH:17][C:16]([S:19]([CH3:22])(=[O:21])=[O:20])=[CH:15][CH:14]=3)[S:12][C:8]=2[C:6]2[CH:5]=[CH:4][N:3]=[C:2]([S:36][C:30]3[CH:35]=[CH:34][CH:33]=[CH:32][CH:31]=3)[CH:7]=2)[CH:28]=[CH:27][CH:26]=1 |f:2.3|. Procedure: A mixture of 5-(2-fluoro-4-pyridyl)-4-(3-methylphenyl)-2-(4-methylsulfonylphenyl)-1,3-thiazole (0.40 g, 0.94 mmol) and thiophenol (1.0 mL, 9.7 mmol) was stirred at 150° C. for 10 hours. After the reaction mixture was cooled to room temperature, a saturated aqueous solution of sodium hydrogencarbonate was added, the resulting mixture was extracted with ethyl acetate and washed with water. This extract was dried and concentrated. The residue was purified by silica gel column chromatography (hexane... Reactants: Cl, O=C(O)c1ccc(F)cc1C(F)(F)F, [H-], [Na+], CN(C)C=O, OCc1ccccc1. Product: O=C(O)c1ccc(OCc2ccccc2)cc1C(F)(F)F. As a reaction SMILES: [ClH:25].[F:11][c:12]1[cH:13][c:14]([C:21]([F:22])([F:23])[F:24])[c:15]([C:16](=[O:17])[OH:18])[cH:19][cH:20]1.[H-:1].[Na+:2].[O:26]=[CH:27][N:28]([CH3:29])[CH3:30].[OH:3][CH2:4][c:5]1[cH:6][cH:7][cH:8][cH:9][cH:10]1>>[O:3]([CH2:4][c:5]1[cH:6][cH:7][cH:8][cH:9][cH:10]1)[c:12]1[cH:13][c:14]([C:21]([F:22])([F:23])[F:24])[c:15]([C:16](=[O:17])[OH:18])[cH:19][cH:20]1.